The task is: describe an organic reaction: reactants, conditions, products, and yield. This data is from the Open Reaction Database (ORD), a public repository of structured organic reaction records. Product: Nc1c(I)c(C(F)(F)F)nn1-c1c(Cl)cc(C(F)(F)F)cc1Cl. The reactants are CC#N, O=C1CCC(=O)N1I, Nc1cc(C(F)(F)F)nn1-c1c(Cl)cc(C(F)(F)F)cc1Cl. Reaction SMILES: [CH3:31][C:32]#[N:33].[I:23][N:24]1[C:25](=[O:26])[CH2:27][CH2:28][C:29]1=[O:30].[NH2:1][c:2]1[cH:3][c:4]([C:19]([F:20])([F:21])[F:22])[n:5][n:6]1-[c:7]1[c:8]([Cl:18])[cH:9][c:10]([C:14]([F:15])([F:16])[F:17])[cH:11][c:12]1[Cl:13]>>[NH2:1][c:2]1[c:3]([I:23])[c:4]([C:19]([F:20])([F:21])[F:22])[n:5][n:6]1-[c:7]1[c:8]([Cl:18])[cH:9][c:10]([C:14]([F:15])([F:16])[F:17])[cH:11][c:12]1[Cl:13]. Starting materials: CCOC(C)=O, CN(C)C=O, NS(=O)(=O)c1ccccc1OC(F)(F)F, [K+], [OH-], S=C=S. Product: O=S(=O)(N=C=S)c1ccccc1OC(F)(F)F. As a reaction SMILES: [CH3:21][CH2:22][O:23][C:24](=[O:25])[CH3:26].[CH3:27][N:28]([CH3:29])[CH:30]=[O:31].[F:1][C:2]([O:3][c:4]1[c:5]([S:10](=[O:11])(=[O:12])[NH2:13])[cH:6][cH:7][cH:8][cH:9]1)([F:14])[F:15].[K+:20].[OH-:19].[S:16]=[C:17]=[S:18]>>[F:1][C:2]([O:3][c:4]1[c:5]([S:10](=[O:11])(=[O:12])[N:13]=[C:17]=[S:16])[cH:6][cH:7][cH:8][cH:9]1)([F:14])[F:15]. Reactants: CC(=O)O, CC(=O)OC(C)=O, CCOC(C)=O, CC(C)n1nc(C(=NO)C(=O)c2ccccc2)ccc1=O, [Zn]. The product is CC(=O)NC(C(=O)c1ccccc1)c1ccc(=O)n(C(C)C)n1. As a reaction SMILES: [C:29]([OH:30])(=[O:31])[CH3:32].[CH3:22][C:23](=[O:24])[O:25][C:26](=[O:27])[CH3:28].[CH3:33][CH2:34][O:35][C:36]([CH3:37])=[O:38].[CH:1]([CH3:2])([CH3:3])[n:4]1[n:5][c:6]([C:11]([C:12](=[O:13])[c:14]2[cH:15][cH:16][cH:17][cH:18][cH:19]2)=[N:20][OH:21])[cH:7][cH:8][c:9]1=[O:10].[Zn:39]>>[CH:1]([CH3:2])([CH3:3])[n:4]1[n:5][c:6]([CH:11]([C:12](=[O:13])[c:14]2[cH:15][cH:16][cH:17][cH:18][cH:19]2)[NH:20][C:23]([CH3:22])=[O:24])[cH:7][cH:8][c:9]1=[O:10]. Starting materials: [Si](C)(C)(C)C#N (TMSCN), COC1=C2CCCC(C2=CC=C1OC)=O (5,6-Dimethoxy-3,4-dihydronaphthalen-1(2H)-one), B(F)(F)F.CCOCC (BF3.OEt2). Run in C1(=CC=CC=C1)C (toluene). Reaction conditions: time 10 minute. Yields the product COC1=C2CCC=C(C2=CC=C1OC)C#N (5,6-Dimethoxy-3,4-dihydronaphthalene-1-carbonitrile). The yield is 95.8%. As a reaction SMILES: [CH3:1][O:2][C:3]1[C:12]([O:13][CH3:14])=[CH:11][CH:10]=[C:9]2[C:4]=1[CH2:5][CH2:6][CH2:7][C:8]2=O.[Si]([C:20]#[N:21])(C)(C)C.B(F)(F)F.CCOCC>C1(C)C=CC=CC=1>[CH3:1][O:2][C:3]1[C:12]([O:13][CH3:14])=[CH:11][CH:10]=[C:9]2[C:4]=1[CH2:5][CH2:6][CH:7]=[C:8]2[C:20]#[N:21] |f:2.3|. Procedure details: Tetralone 7 (1.7 g, 8.25 mmol) was added as a slurry in freshly distilled toluene (25 mL) to a dried flask with magnetic stirring. TMSCN (1.42 mL, 10.7 mmol) was added dropwise. After stirring for 10 min, BF3.OEt2 (1.57 mL, 12.38 mmol) was added with a syringe. The reaction was stirred at room temperature for 3 h, until no starting material remained. The reaction was quenched by pouring over 30 mL ice water and stirring vigorously. To this aqueous mixture were added 20 mL of Et2O, and the layers... Reactants: C1(=CC=CC=C1)SC=1C2=C(SC1I)C=CC=C2 (3-(phenylsulfenyl)-2-iodobenzo[b]thiophene), C1(=CC=CC=C1)[Se]C=1C2=C(SC1I)C=CC=C2 (3-(phenylselenenyl)-2-iodobenzo[b]thiophene). Yields the product C1=CC=CC2=C1[Se]C1=C2SC2=C1C=CC=C2 ([1]benzoselenopheno[3,2-b][1]benzothiophene). Isolated yield 85.0%. RXN SMILES: C1(SC2C3C=CC=CC=3SC=2I)C=CC=CC=1.[C:18]1([Se:24][C:25]2[C:26]3[CH:34]=[CH:33][CH:32]=[CH:31][C:27]=3[S:28][C:29]=2I)[CH:23]=[CH:22][CH:21]=[CH:20][CH:19]=1>>[CH:23]1[C:18]2[Se:24][C:25]3[C:26]4[CH:34]=[CH:33][CH:32]=[CH:31][C:27]=4[S:28][C:29]=3[C:19]=2[CH:20]=[CH:21][CH:22]=1. Procedure details: Except that 3-(phenylsulfenyl)-2-iodobenzo[b]thiophene was replaced with 3-(phenylselenenyl)-2-iodobenzo[b]thiophene, the reaction was implemented in the same way as in Example 3. Purification was implemented by column chromatography (silica gel, CHCl3, Rf: 0.9), so that a yellow solid was produced (yield: 85%). Reactants: B.C1CCOC1 (Borane THF), COC1=CC=C(C=C1)N1CCN(CC1)C=1C(=C(C2=C(C(C(O2)(C)C)=C)C1C)C)C (4-(4-methoxyphenyl)-1-(3-methylene-2,2,4,6,7-pentamethyl-2,3-dihydro-1-benzofuran-5-yl)piperazine), [OH-].[Na+] (sodium hydroxide), O.OO (hydrogen peroxide water), [H][H] (hydrogen). Solvent: O (water), O (water), C1CCOC1 (THF). Reaction conditions: time 1 hour. Product: COC1=CC=C(C=C1)N1CCN(CC1)C=1C(=C(C2=C(C(C(O2)(C)C)CO)C1C)C)C ((5-(4-(4-methoxyphenyl)piperazin-1-yl)-2,2,4,6,7-pentamethyl-2,3-dihydro-1-benzofuran-3-yl) methanol). Isolated yield 89.3%. As a reaction SMILES: B.C1C[O:5]CC1.[CH3:7][O:8][C:9]1[CH:14]=[CH:13][C:12]([N:15]2[CH2:20][CH2:19][N:18]([C:21]3[C:22]([CH3:35])=[C:23]([CH3:34])[C:24]4[O:28][C:27]([CH3:30])([CH3:29])[C:26](=[CH2:31])[C:25]=4[C:32]=3[CH3:33])[CH2:17][CH2:16]2)=[CH:11][CH:10]=1.[H][H].[OH-].[Na+].O.OO>C1COCC1.O>[CH3:7][O:8][C:9]1[CH:10]=[CH:11][C:12]([N:15]2[CH2:20][CH2:19][N:18]([C:21]3[C:22]([CH3:35])=[C:23]([CH3:34])[C:24]4[O:28][C:27]([CH3:29])([CH3:30])[CH:26]([CH2:31][OH:5])[C:25]=4[C:32]=3[CH3:33])[CH2:17][CH2:16]2)=[CH:13][CH:14]=1 |f:0.1,4.5,6.7|. Procedure details: Borane THF complex (THF solution 1.0M, 20.0 mL, 20.0 mmol) was added to a solution of 4-(4-methoxyphenyl)-1-(3-methylene-2,2,4,6,7-pentamethyl-2,3-dihydro-1-benzofuran-5-yl)piperazine (2.0 g, 5.10 mmol) obtained in Reference Example 27 in THF (20 ml) with ice cooling under argon atmosphere and the mixture was stirred for 1 hour at room temperature. The mixture was diluted with water (2.0 mL) and stirred until hydrogen was not generated. To the resulting mixture was added 1N sodium hydroxide (5.0... Starting materials: CS(=O)(=O)NC1=CC=C(C=C1)C(C)=O (4′-(Methylsulfonylamino)acetophenone), Cl.NO (hydroxylamine hydrochloride). The solvent is N1=CC=CC=C1 (pyridine), O (H2O). Reaction conditions: temperature 70 celsius. Product: CS(=O)(=O)NC1=CC=C(C=C1)C(C)=NO (4′-(Methylsulfonylamino)acetophenone oxime). Reaction SMILES: [CH3:1][S:2]([NH:5][C:6]1[CH:11]=[CH:10][C:9]([C:12](=O)[CH3:13])=[CH:8][CH:7]=1)(=[O:4])=[O:3].Cl.[NH2:16][OH:17]>N1C=CC=CC=1.O>[CH3:1][S:2]([NH:5][C:6]1[CH:11]=[CH:10][C:9]([C:12](=[N:16][OH:17])[CH3:13])=[CH:8][CH:7]=1)(=[O:4])=[O:3] |f:1.2|. Procedure details: A mixture of 4′-(Methylsulfonylamino)acetophenone (13-5, 5 mmol) and hydroxylamine hydrochloride (0.695 g, 10 mmol) in pyridine (5 mL) was heated at 70° C. for 3 h. The reaction mixture was cooled to room temperature, diluted with H2O, and extracted with EtOAc several times. The combined organic layers were washed with H2O and brine, dried over MgSO4, filtered, and the filtrate was concentrated in vacuo. The residue was purified by flash column chromatography on silica gel using EtOAc:hexanes (1... The reactants are O=C(O)CC1CCn2c1c(Sc1ccc(Cl)cc1)c1c(Br)cc(I)cc12, CCCC[Sn](CCCC)(CCCC)c1cccn1C, O=C(C=Cc1ccccc1)C=Cc1ccccc1, CN(C)C=O, O=C(C=Cc1ccccc1)C=Cc1ccccc1, O=C(C=Cc1ccccc1)C=Cc1ccccc1, [Pd], [Pd], c1ccc([As](c2ccccc2)c2ccccc2)cc1. Product: Cn1cccc1-c1cc(Br)c2c(Sc3ccc(Cl)cc3)c3n(c2c1)CCC3CC(=O)O. Reaction SMILES: [Br:1][c:2]1[c:3]2[c:4]([S:19][c:20]3[cH:21][cH:22][c:23]([Cl:26])[cH:24][cH:25]3)[c:5]3[n:6]([c:7]2[cH:8][c:9]([I:11])[cH:10]1)[CH2:12][CH2:13][CH:14]3[CH2:15][C:16](=[O:17])[OH:18].[CH3:46][n:47]1[c:48]([Sn:52]([CH2:53][CH2:54][CH2:55][CH3:56])([CH2:57][CH2:58][CH2:59][CH3:60])[CH2:61][CH2:62][CH2:63][CH3:64])[cH:49][cH:50][cH:51]1.[O:108]=[C:109]([CH:110]=[CH:111][c:112]1[cH:113][cH:114][cH:115][cH:116][cH:117]1)[CH:118]=[CH:119][c:120]1[cH:121][cH:122][cH:123][cH:124][cH:125]1.[O:65]=[CH:66][N:67]([CH3:68])[CH3:69].[O:72]=[C:73]([CH:74]=[CH:75][c:76]1[cH:77][cH:78][cH:79][cH:80][cH:81]1)[CH:82]=[CH:83][c:84]1[cH:85][cH:86][cH:87][cH:88][cH:89]1.[O:90]=[C:91]([CH:92]=[CH:93][c:94]1[cH:95][cH:96][cH:97][cH:98][cH:99]1)[CH:100]=[CH:101][c:102]1[cH:103][cH:104][cH:105][cH:106][cH:107]1.[Pd:70].[Pd:71].[c:27]1([As:28]([c:29]2[cH:30][cH:31][cH:32][cH:33][cH:34]2)[c:35]2[cH:36][cH:37][cH:38][cH:39][cH:40]2)[cH:41][cH:42][cH:43][cH:44][cH:45]1>>[Br:1][c:2]1[c:3]2[c:4]([S:19][c:20]3[cH:21][cH:22][c:23]([Cl:26])[cH:24][cH:25]3)[c:5]3[n:6]([c:7]2[cH:8][c:9](-[c:48]2[n:47]([CH3:46])[cH:51][cH:50][cH:49]2)[cH:10]1)[CH2:12][CH2:13][CH:14]3[CH2:15][C:16](=[O:17])[OH:18]. Reactants: CCOCC, O=C(CCl)Nc1ccc2c(c1)NC(=O)CO2, Fc1ccc(CC2CCNCC2)cc1. Yields the product O=C(CN1CCC(Cc2ccc(F)cc2)CC1)Nc1ccc2c(c1)NC(=O)CO2. RXN SMILES: [CH2:31]([O:32][CH2:33][CH3:34])[CH3:35].[Cl:1][CH2:2][C:3](=[O:4])[NH:5][c:6]1[cH:7][cH:8][c:9]2[c:10]([cH:16]1)[NH:11][C:12](=[O:15])[CH2:13][O:14]2.[F:17][c:18]1[cH:19][cH:20][c:21]([CH2:22][CH:23]2[CH2:24][CH2:25][NH:26][CH2:27][CH2:28]2)[cH:29][cH:30]1>>[CH2:2]([C:3](=[O:4])[NH:5][c:6]1[cH:7][cH:8][c:9]2[c:10]([cH:16]1)[NH:11][C:12](=[O:15])[CH2:13][O:14]2)[N:26]1[CH2:25][CH2:24][CH:23]([CH2:22][c:21]2[cH:20][cH:19][c:18]([F:17])[cH:30][cH:29]2)[CH2:28][CH2:27]1. The reactants are C(C=C)C(C1=CC(=C(C=C1)OC)OC)(C(C)C)C#N (α-allyl-α-isopropyl-3,4-dimethoxy- benzyl cyanide), N(=NC(C#N)(C)C)C(C#N)(C)C (azobisisobutyronitrile), Br (hydrogen bromide), allyl, C([O-])([O-])=O.[K+].[K+] (potassium carbonate), Br (hydrogen bromide), solution. Run in C1CCCCC1 (cyclohexane), CCCCCC (n-hexane). Yields the product BrCCCC(C#N)(C(C)C)C1=CC(=C(C=C1)OC)OC (5-Bromo-2-(3,4-dimethoxyphenyl)-2- isopropyl valeronitrile). Isolated yield 94.0%. Reaction SMILES: [CH2:1]([C:4]([C:18]#[N:19])([CH:15]([CH3:17])[CH3:16])[C:5]1[CH:10]=[CH:9][C:8]([O:11][CH3:12])=[C:7]([O:13][CH3:14])[CH:6]=1)[CH:2]=[CH2:3].N(C(C)(C)C#N)=NC(C)(C)C#N.[BrH:32].C(=O)([O-])[O-].[K+].[K+]>C1CCCCC1.CCCCCC>[Br:32][CH2:3][CH2:2][CH2:1][C:4]([C:5]1[CH:10]=[CH:9][C:8]([O:11][CH3:12])=[C:7]([O:13][CH3:14])[CH:6]=1)([CH:15]([CH3:17])[CH3:16])[C:18]#[N:19] |f:3.4.5|. Procedure details: To a solution of 50 g of α-allyl-α-isopropyl-3,4-dimethoxy- benzyl cyanide and 2 g of azobisisobutyronitrile in 400 ml of cyclohexane (or n-hexane) gaseous hydrogen bromide was introduced for 70 minutes, when, according to GLC, the reaction mixture did not contain the starting allyl derivative. During the introduction of the hydrogen bromide, the reaction temperature raised to 40° C. The reaction mixture was neutralized with 200 ml of 30% solution of potassium carbonate. The separated cyclohexan...